From a dataset of the Open Reaction Database (ORD), a public repository of structured organic reaction records. describe an organic reaction: reactants, conditions, products, and yield The reactants are CCCCc1nc(I)c(C=O)n1Cc1ccc(C(=O)OC)c(Cl)c1Cl, CCOC(C)=O, O. Product: CCCCc1ncc(C=O)n1Cc1ccc(C(=O)OC)c(Cl)c1Cl. As a reaction SMILES: [CH2:1]([CH2:2][CH2:3][CH3:4])[c:5]1[n:6]([CH2:13][c:14]2[c:15]([Cl:25])[c:16]([Cl:24])[c:17]([C:18](=[O:19])[O:20][CH3:21])[cH:22][cH:23]2)[c:7]([CH:11]=[O:12])[c:8]([I:10])[n:9]1.[CH3:26][CH2:27][O:28][C:29](=[O:30])[CH3:31].[OH2:32]>>[CH2:1]([CH2:2][CH2:3][CH3:4])[c:5]1[n:6]([CH2:13][c:14]2[c:15]([Cl:25])[c:16]([Cl:24])[c:17]([C:18](=[O:19])[O:20][CH3:21])[cH:22][cH:23]2)[c:7]([CH:11]=[O:12])[cH:8][n:9]1. The reactants are CN(CCN1C(SCC1=O)C=1C=NC=CC1)C (3-(2-dimethylaminoethyl)-2-(3-pyridyl)thiazolidin-4-one), O1CCCC1 (tetrahydrofuran), CI (methyl iodide), [Na+].[Cl-] (NaCl), C(CCC)[Li] (n-butyllithium), C(C)(C)NC(C)C (diisopropylamine), O1CCCC1 (tetrahydrofuran). Run in CCCCCC (hexane). Conditions: temperature -78 celsius, time 1 hour. Yields the product CC1(C(N(C(S1)C=1C=NC=CC1)CCN(C)C)=O)C (5,5-dimethyl-3-(2-dimethylaminoethyl)-2-(3-pyridyl)thiazolidin-4-one). The yield is 12.0%. As a reaction SMILES: [CH2:1]([Li])CCC.C(NC(C)C)(C)C.[CH3:13][N:14]([CH3:29])[CH2:15][CH2:16][N:17]1C(=O)C[S:19][CH:18]1[C:23]1[CH:24]=[N:25][CH:26]=[CH:27][CH:28]=1.CI.[Na+].[Cl-].[O:34]1[CH2:38][CH2:37][CH2:36]C1>CCCCCC>[CH3:1][C:37]1([CH3:36])[S:19][CH:18]([C:23]2[CH:24]=[N:25][CH:26]=[CH:27][CH:28]=2)[N:17]([CH2:16][CH2:15][N:14]([CH3:13])[CH3:29])[C:38]1=[O:34] |f:4.5|. Procedure: A n-butyllithium solution (10 ml, 16 mmol) in hexane was added to dropwise to a solution of diisopropylamine (2.84 ml, 15.9 mmol) in dry tetrahydrofuran (6 ml) at -20° to -30° C. The mixture was kept between those temperatures for 1 hour and then cooled to -78° C. Thereto was added dropwise a solution of 3-(2-dimethylaminoethyl)-2-(3-pyridyl)thiazolidin-4-one (2 g, 7.96 mmol) in dry tetrahydrofuran (10 ml). The resulting mixture was kept at -78° C. for 1 hour. After addition of methyl iodide (2.... Starting materials: ClC1=C(C(OC2=CC=CC=C12)C1=CC=CC=C1)C=O (4-chloro-3-formyl-flav-3-ene), [BH4-].[Na+] (sodium borohydride), O (water). Run in CO (methanol). Yields the product ClC1=C(C(OC2=CC=CC=C12)C1=CC=CC=C1)CO (4-chloro-3-hydroxymethyl-flav-3-ene). Reaction SMILES: [Cl:1][C:2]1[C:11]2[C:6](=[CH:7][CH:8]=[CH:9][CH:10]=2)[O:5][CH:4]([C:12]2[CH:17]=[CH:16][CH:15]=[CH:14][CH:13]=2)[C:3]=1[CH:18]=[O:19].[BH4-].[Na+].O>CO>[Cl:1][C:2]1[C:11]2[C:6](=[CH:7][CH:8]=[CH:9][CH:10]=2)[O:5][CH:4]([C:12]2[CH:13]=[CH:14][CH:15]=[CH:16][CH:17]=2)[C:3]=1[CH2:18][OH:19] |f:1.2|. Reported procedure: To a stirred solution of 16 g 4-chloro-3-formyl-flav-3-ene in 500 ml dry methanol at room temperature is added 0.5 g sodium borohydride in small portions. After the addition is completed 500 ml water is added. The solution is filtered and extracted with chloroform. The combined organic extracts are dried over magnesium sulfate and evaporated. Chromatographically pure 4-chloro-3-hydroxymethyl-flav-3-ene is obtained as a yellowish oil; TLC (SiO2, CHCl3): 1 spot, RF 0.18. Starting materials: C(=O)(OCC)C=1OC2=C(C(=CC=C2C(C1)=O)OCCCCCOC1=C(C=CC=C1)CCC)CCC (2-carboethoxy-7-[5-(2-n-propylphenoxy)pentoxy]-8-n-propylchromone). Reagents/catalysts: [Ni] (Raney Nickel). The solvent is O1C(CCC1)CCO (tetrahydrofuran-ethanol). Conditions: time 30 minute. Product: C(=O)(OCC)C1OC2=C(C(=CC=C2C(C1)=O)OCCCCCOC1=C(C=CC=C1)CCC)CCC (2-carboethoxy-7-[5-(2-n-propylphenoxy)pentoxy]-8-n-propylchroman-4-one). Isolated yield 88.6%. RXN SMILES: [C:1]([C:6]1[O:7][C:8]2[C:13]([C:14](=[O:16])[CH:15]=1)=[CH:12][CH:11]=[C:10]([O:17][CH2:18][CH2:19][CH2:20][CH2:21][CH2:22][O:23][C:24]1[CH:29]=[CH:28][CH:27]=[CH:26][C:25]=1[CH2:30][CH2:31][CH3:32])[C:9]=2[CH2:33][CH2:34][CH3:35])([O:3][CH2:4][CH3:5])=[O:2]>O1CCCC1CCO.[Ni]>[C:1]([CH:6]1[CH2:15][C:14](=[O:16])[C:13]2[C:8](=[C:9]([CH2:33][CH2:34][CH3:35])[C:10]([O:17][CH2:18][CH2:19][CH2:20][CH2:21][CH2:22][O:23][C:24]3[CH:29]=[CH:28][CH:27]=[CH:26][C:25]=3[CH2:30][CH2:31][CH3:32])=[CH:11][CH:12]=2)[O:7]1)([O:3][CH2:4][CH3:5])=[O:2]. Reported procedure: 961 mg (2 mmole) of the compound of Example 30 was dissolved in 30 ml of 50% tetrahydrofuran-ethanol and 96 mg of Raney Nickel was added. The resulting suspension was hydrogenated at 2 psi and room temperature for 30 minutes. After separation of the catalyst by filtration, the solvent was removed by rotary evaporation to yield 855 mg (89%) of the title compound as a clear oil. Calc: C, 72.17; H, 7.94; Found; C, 71.84; H. 8.00. Reactants: C(C)(=O)OC1=CC(C1)=O (3-acetoxy-2-cyclobuten-1-one), C1(CCCCC1)NC1CCCCC1 (dicyclohexylamine). The solvent is C(C)(=O)OCC (ethyl acetate). Run at time 90 minute. Product: C1(CCCCC1)[NH2+]C1CCCCC1.OC1=CC(C1)=O (3-hydroxy-2-cyclobuten-1-one dicyclohexylammonium salt). Isolated yield 111.8%. As a reaction SMILES: C([O:4][C:5]1[CH2:8][C:7](=[O:9])[CH:6]=1)(=O)C.[CH:10]1([NH:16][CH:17]2[CH2:22][CH2:21][CH2:20][CH2:19][CH2:18]2)[CH2:15][CH2:14][CH2:13][CH2:12][CH2:11]1>C(OCC)(=O)C>[CH:17]1([NH2+:16][CH:10]2[CH2:11][CH2:12][CH2:13][CH2:14][CH2:15]2)[CH2:18][CH2:19][CH2:20][CH2:21][CH2:22]1.[OH:9][C:7]1[CH2:8][C:5](=[O:4])[CH:6]=1 |f:3.4|. Procedure: 1000 g of distillation residue from diketene production, containing 22.0 percent of 3-acetoxy-2-cyclobuten-1-one (1.74 mol), was dissolved in 1078 ml of ethyl acetate (970 g). 707.4 g of dicyclohexylamine (98 percent; 3.8I mol) was instilled in this black solution at 10° C. within 60 minutes. After 90 minutes, of stirring at +10° C., the suspension was filtered, suspended three times with ethyl acetate and dried under vacuum. 518 g of the title product with a content of 65.5 percent (HPLC), corr... The reactants are NC1=NC=CC(=N1)C(=O)NC(C)C=1C=NC(=C(C1)Cl)OCC(F)(F)F (2-amino-N-(1-(5-chloro-6-(2,2,2-trifluoroethoxy)pyridin-3-yl)ethyl)pyrimidine-4-carb oxamide), C(C(C)C)(=O)Cl (isobutyryl chloride). Yields the product ClC=1C=C(C=NC1OCC(F)(F)F)C(C)NC(=O)C1=NC(=NC=C1)NC(C(C)C)=O (N-(1-(5-chloro-6-(2,2,2-trifluoroethoxy)pyridin-3-yl)ethyl)-2-isobutyramidopyrimidine-4-carboxamide). Reaction SMILES: [NH2:1][C:2]1[N:7]=[C:6]([C:8]([NH:10][CH:11]([C:13]2[CH:14]=[N:15][C:16]([O:20][CH2:21][C:22]([F:25])([F:24])[F:23])=[C:17]([Cl:19])[CH:18]=2)[CH3:12])=[O:9])[CH:5]=[CH:4][N:3]=1.[C:26](Cl)(=[O:30])[CH:27]([CH3:29])[CH3:28]>>[Cl:19][C:17]1[CH:18]=[C:13]([CH:11]([NH:10][C:8]([C:6]2[CH:5]=[CH:4][N:3]=[C:2]([NH:1][C:26](=[O:30])[CH:27]([CH3:29])[CH3:28])[N:7]=2)=[O:9])[CH3:12])[CH:14]=[N:15][C:16]=1[O:20][CH2:21][C:22]([F:24])([F:23])[F:25]. Procedure details: The title compound is prepared from 2-amino-N-(1-(5-chloro-6-(2,2,2-trifluoroethoxy)pyridin-3-yl)ethyl)pyrimidine-4-carb oxamide (20 mg, 0.05 mmol, Step-1 of Example 210, single enantiomer) and isobutyryl chloride (28 mg, 0.27 mmol) according to the procedure similar to that described in Step-2 of Example 8. The reactants are C(C1=CC=CC=C1)OC(=O)N1CCC12CN(CCC2)C=2C1=C(N=CN2)NC=C1 (6-(7H-pyrrolo[2,3-d]pyrimidin-4-yl)-1,6-diazaspiro[3.5]nonane-1-carboxylic acid benzyl ester). The reagents and catalysts are [C].[Pd] (palladium carbon). The solvent is CO.O1CCCC1 (methanol tetrahydrofuran). Reaction conditions: time 5 hour. The product is N1CCC12CN(CCC2)C=2C1=C(N=CN2)NC=C1 (4-(1,6-diazaspiro[3.5]non-6-yl)-7H-pyrrolo[2,3-d]pyrimidine). The yield is 94.3%. Reaction SMILES: C(OC([N:11]1[C:14]2([CH2:19][CH2:18][CH2:17][N:16]([C:20]3[C:21]4[CH:28]=[CH:27][NH:26][C:22]=4[N:23]=[CH:24][N:25]=3)[CH2:15]2)[CH2:13][CH2:12]1)=O)C1C=CC=CC=1>CO.O1CCCC1.[C].[Pd]>[NH:11]1[C:14]2([CH2:19][CH2:18][CH2:17][N:16]([C:20]3[C:21]4[CH:28]=[CH:27][NH:26][C:22]=4[N:23]=[CH:24][N:25]=3)[CH2:15]2)[CH2:13][CH2:12]1 |f:1.2,3.4|. Reported procedure: To a solution of an optically-active compound of 6-(7H-pyrrolo[2,3-d]pyrimidin-4-yl)-1,6-diazaspiro[3.5]nonane-1-carboxylic acid benzyl ester (2.55 g) in methanol/tetrahydrofuran (51 ml/51 ml) was added 20% palladium carbon (510 mg), and the mixture was hydrogenated under 4 atmospheres for 5 hours. The mixture was filtered through Celite, and the filtrate was concentrated under reduced pressure. The resulting residue was slurry-washed with diisopropyl ether (30 ml) to give the titled compound (1... Starting materials: C(C)(=O)[O-].[NH4+] (ammonium acetate), [BH3-]C#N.[Na+] (NaCNBH3), N#N (N2), FC1CN(CCC1=O)C(=O)OC(C)(C)C (tert-butyl 3-fluoro-4-oxopiperidine-1-carboxylate). The solvent is CO (MeOH). Reaction conditions: time 2 hour. The product is N[C@H]1[C@@H](CN(CC1)C(=O)OC(C)(C)C)F (trans-tert-butyl 4-amino-3-fluoropiperidine-1-carboxylate), N[C@@H]1[C@@H](CN(CC1)C(=O)OC(C)(C)C)F (cis-tert-butyl 4-amino-3-fluoropiperidine-1-carboxylate). Reaction SMILES: N#N.[F:3][CH:4]1[C:9](=O)[CH2:8][CH2:7][N:6]([C:11]([O:13][C:14]([CH3:17])([CH3:16])[CH3:15])=[O:12])[CH2:5]1.C([O-])(=O)C.[NH4+:22].[BH3-]C#[N:25].[Na+]>CO>[NH2:25][C@@H:9]1[CH2:8][CH2:7][N:6]([C:11]([O:13][C:14]([CH3:17])([CH3:16])[CH3:15])=[O:12])[CH2:5][C@H:4]1[F:3].[NH2:22][C@H:9]1[CH2:8][CH2:7][N:6]([C:11]([O:13][C:14]([CH3:16])([CH3:15])[CH3:17])=[O:12])[CH2:5][C@H:4]1[F:3] |f:2.3,4.5|. Reported procedure: In a flame dried round-bottomed flask equipped with a magnetic stir bar and under inert atmosphere (N2), to a solution of tert-butyl 3-fluoro-4-oxopiperidine-1-carboxylate (0.80 g, 3.68 mmol) in MeOH (10 mL) was added ammonium acetate (1.99 g, 25.80 mmol) and the resulting solution stirred at rt for 2 h. NaCNBH3 (0.29 g, 4.42 mmol) was then added and the solution stirred at rt overnight. The reaction mixture was concentrated to dryness and the organics extracted with EA from a 1% aq. solution of... Reactants: [Mn](=O)(=O)(=O)[O-].[K+] (potassium permanganate), FC1(CCC(C2=CC=C(C=C12)F)=O)F (4,4,6-Trifluoro-3,4-dihydronaphthalen-1(2H)-one), CC(=O)C (acetone), FC1(CCCC2=CC=C(C=C12)F)F (1,1,7-Trifluoro-1,2,3,4-tetrahydronaphthalene). Solvent: O.O.O.O.O.O.O.S(=O)(=O)([O-])[O-].[Mg+2] (magnesium sulfate heptahydrate). Reaction conditions: temperature 0 celsius. Yields the product FC1(CC([C@H](C2=CC=C(C=C12)F)C(C)C)=O)F ((S)-4,4,6-Trifluoro-1-isopropyl-3,4-dihydronaphthalen-2(1H)-one). Isolated yield 63.0%. Reaction SMILES: [F:1][C:2]1([F:14])[C:11]2[C:6](=[CH:7][CH:8]=[C:9]([F:12])[CH:10]=2)[C:5](=O)[CH2:4][CH2:3]1.[CH3:15][C:16]([CH3:18])=O.FC1(F)C2C(=CC=C(F)C=2)CCC1.[Mn]([O-])(=O)(=O)=[O:33].[K+]>O.O.O.O.O.O.O.S([O-])([O-])(=O)=O.[Mg+2]>[F:1][C:2]1([F:14])[C:11]2[C:6](=[CH:7][CH:8]=[C:9]([F:12])[CH:10]=2)[C@H:5]([CH:16]([CH3:18])[CH3:15])[C:4](=[O:33])[CH2:3]1 |f:3.4,5.6.7.8.9.10.11.12.13|. Procedure details: 4,4,6-Trifluoro-3,4-dihydronaphthalen-1(2H)-one (53): An acetone solution (278 mL) of trifluoride 52 (3.11 g, 16.7 mmol) was diluted with an aqueous solution (209 mL) of magnesium sulfate heptahydrate (12.4 g). The solution was then cooled to 0° C. and potassium permanganate (7.92 g) was added portion wise over 1 hour. The reaction was allowed to warm to ambient temperature over 16 h. The reaction was quenched by addition of an aqueous 50% citric acid solution (100 mL) followed by sodium thiosul...